This data is from the Open Reaction Database (ORD), a public repository of structured organic reaction records. The task is: describe an organic reaction: reactants, conditions, products, and yield Starting materials: COCC(C)Nc1nccc(-c2ccc(C(F)(F)F)cc2Cl)c1[N+](=O)[O-], [Na+], [Na+], O=S([O-])S(=O)[O-]. Product: COCC(C)Nc1nccc(-c2ccc(C(F)(F)F)cc2Cl)c1N. Reaction SMILES: [Cl:1][c:2]1[c:3](-[c:12]2[c:13]([N+:24]([O-:25])=[O:26])[c:14]([NH:18][CH:19]([CH2:20][O:21][CH3:22])[CH3:23])[n:15][cH:16][cH:17]2)[cH:4][cH:5][c:6]([C:8]([F:9])([F:10])[F:11])[cH:7]1.[Na+:33].[Na+:34].[S:27]([S:28]([O-:29])=[O:30])([O-:31])=[O:32]>>[Cl:1][c:2]1[c:3](-[c:12]2[c:13]([NH2:24])[c:14]([NH:18][CH:19]([CH2:20][O:21][CH3:22])[CH3:23])[n:15][cH:16][cH:17]2)[cH:4][cH:5][c:6]([C:8]([F:9])([F:10])[F:11])[cH:7]1. The reactants are CCCc1cnc(N2CCC(CS(=O)(=O)[O-])CC2)nc1, CC(C)(C)OC(=O)N1CCC(OS(C)(=O)=O)CC1, O=c1cc(O)c(-c2ccccc2)c[nH]1. The product is CCCc1cnc(N2CCC(Oc3cc(=O)[nH]cc3-c3ccccc3)CC2)nc1. Reaction SMILES: [CH2:15]([CH2:16][CH3:17])[c:18]1[cH:19][n:20][c:21]([N:24]2[CH2:25][CH2:26][CH:27]([CH2:30][S:31]([O-:32])(=[O:33])=[O:34])[CH2:28][CH2:29]2)[n:22][cH:23]1.[CH3:35][S:36]([O:37][CH:38]1[CH2:39][CH2:40][N:41]([C:42]([O:43][C:44]([CH3:45])([CH3:46])[CH3:47])=[O:48])[CH2:49][CH2:50]1)(=[O:51])=[O:52].[OH:1][c:2]1[cH:3][c:4](=[O:14])[nH:5][cH:6][c:7]1-[c:8]1[cH:9][cH:10][cH:11][cH:12][cH:13]1>>[O:1]([c:2]1[cH:3][c:4](=[O:14])[nH:5][cH:6][c:7]1-[c:8]1[cH:9][cH:10][cH:11][cH:12][cH:13]1)[CH:27]1[CH2:26][CH2:25][N:24]([c:21]2[n:20][cH:19][c:18]([CH2:15][CH2:16][CH3:17])[cH:23][n:22]2)[CH2:29][CH2:28]1. Reactants: CC1=C(C=C(C(=O)N)C=C1)C1=CC2=C(N=C(N=C2)SC)N(C1=O)C (4-Methyl-3-(8-methyl-2-methylsulfanyl-7-oxo-7,8-dihydro-pyrido[2,3-d]pyrimidin-6-yl)-benzamide), NN (hydrazine), CN(C)C(OC)OC (DMFDMA). Run at time 20 minute. Yields the product CN1C(C(=CC2=C1N=C(N=C2)SC)C2=C(C=CC(=C2)C2=NN=CN2)C)=O (8-methyl-2-methylsulfanyl-6-[2-methyl-5-(4H-[1,2,4]triazol-3-yl)-phenyl]-8H-pyrido[2,3-d]pyrimidin-7-one). RXN SMILES: [CH3:1][C:2]1[CH:10]=[CH:9][C:5]([C:6]([NH2:8])=O)=[CH:4][C:3]=1[C:11]1[C:22](=[O:23])[N:21]([CH3:24])[C:14]2[N:15]=[C:16]([S:19][CH3:20])[N:17]=[CH:18][C:13]=2[CH:12]=1.[NH2:25]N.C[N:28]([CH:30](OC)OC)C>>[CH3:24][N:21]1[C:14]2[N:15]=[C:16]([S:19][CH3:20])[N:17]=[CH:18][C:13]=2[CH:12]=[C:11]([C:3]2[CH:4]=[C:5]([C:6]3[NH:8][CH:30]=[N:28][N:25]=3)[CH:9]=[CH:10][C:2]=2[CH3:1])[C:22]1=[O:23]. Procedure: 4-Methyl-3-(8-methyl-2-methylsulfanyl-7-oxo-7,8-dihydro-pyrido[2,3-d]pyrimidin-6-yl)-benzamide (100 mg, 0.294 mmol) was taken up in 6 mL DMFDMA, and the reaction mixture was heated to reflux for 10 minutes, then cooled and concentrated under reduced pressure. The resulting residue was taken up in 10 mL HOAc, and hydrazine (0.24 g, 7.638 mmol) was added. The reaction mixture was stirred at room temperature for 20 minutes, and the resulting precipitate was collected by filtration and washed with w...